From a dataset of the Open Reaction Database (ORD), a public repository of structured organic reaction records. describe an organic reaction: reactants, conditions, products, and yield The reactants are COc1ccc(Cl)cc1C1(C(=O)O)CCN(S(=O)(=O)c2ccc(C)cc2)CC1, O=S(Cl)Cl, c1ccccc1. The product is COc1ccc(Cl)cc1C1(C(=O)Cl)CCN(S(=O)(=O)c2ccc(C)cc2)CC1. RXN SMILES: [Cl:1][c:2]1[cH:3][cH:4][c:5]([O:27][CH3:28])[c:6]([C:8]2([C:24](=[O:25])[OH:26])[CH2:9][CH2:10][N:11]([S:14](=[O:15])(=[O:16])[c:17]3[cH:18][cH:19][c:20]([CH3:23])[cH:21][cH:22]3)[CH2:12][CH2:13]2)[cH:7]1.[S:29]([Cl:30])([Cl:31])=[O:32].[cH:33]1[cH:34][cH:35][cH:36][cH:37][cH:38]1>>[Cl:1][c:2]1[cH:3][cH:4][c:5]([O:27][CH3:28])[c:6]([C:8]2([C:24](=[O:26])[Cl:31])[CH2:9][CH2:10][N:11]([S:14](=[O:15])(=[O:16])[c:17]3[cH:18][cH:19][c:20]([CH3:23])[cH:21][cH:22]3)[CH2:12][CH2:13]2)[cH:7]1. The reactants are ClCCl, CN1CCC2(CC1)c1ccccc1Oc1ccccc12, O=C(Cl)Oc1ccccc1. Yields the product O=C(Oc1ccccc1)N1CCC2(CC1)c1ccccc1Oc1ccccc12. As a reaction SMILES: [CH2:31]([Cl:32])[Cl:33].[CH3:11][N:12]1[CH2:13][CH2:14][C:15]2([CH2:16][CH2:17]1)[c:18]1[cH:19][cH:20][cH:21][cH:22][c:23]1[O:24][c:25]1[cH:26][cH:27][cH:28][cH:29][c:30]12.[Cl:1][C:2](=[O:3])[O:4][c:5]1[cH:6][cH:7][cH:8][cH:9][cH:10]1>>[C:2](=[O:3])([O:4][c:5]1[cH:6][cH:7][cH:8][cH:9][cH:10]1)[N:12]1[CH2:13][CH2:14][C:15]2([CH2:16][CH2:17]1)[c:18]1[cH:19][cH:20][cH:21][cH:22][c:23]1[O:24][c:25]1[cH:26][cH:27][cH:28][cH:29][c:30]12. Starting materials: O=C([O-])O, CC(C)C[AlH]CC(C)C, Cc1ccccc1, CCOC(C)=O, CCOC(=O)C=C(CC)c1cccc([N+](=O)[O-])c1, [Na+], O. Yields the product CCC(=CCO)c1cccc([N+](=O)[O-])c1. Reaction SMILES: [C:29](=[O:30])([O-:31])[OH:32].[CH3:19][CH:20]([CH2:21][AlH:22][CH2:23][CH:24]([CH3:25])[CH3:26])[CH3:27].[CH3:34][c:35]1[cH:36][cH:37][cH:38][cH:39][cH:40]1.[CH3:41][CH2:42][O:43][C:44](=[O:45])[CH3:46].[N+:1](=[O:2])([O-:3])[c:4]1[cH:5][c:6]([C:10](=[CH:11][C:12](=[O:13])[O:14][CH2:15][CH3:16])[CH2:17][CH3:18])[cH:7][cH:8][cH:9]1.[Na+:33].[OH2:28]>>[N+:1](=[O:2])([O-:3])[c:4]1[cH:5][c:6]([C:10](=[CH:11][CH2:12][OH:13])[CH2:17][CH3:18])[cH:7][cH:8][cH:9]1. Starting materials: [H-].[Al+3].[Li+].[H-].[H-].[H-] (lithium aluminum hydride), [Cl-].[NH4+] (ammonium chloride), CC1(C=2C=CC(=CC2C(CC1)(C)C)C#CC1=NC=C(C(=O)OCC)C=C1)C (ethyl 6-[2-(5,5,8,8-tetramethyl-5,6,7,8-tetrahydronaphth-2-yl)ethynyl]-nicotinoate), [H-] (hydride), C(C)(=O)OCC (ethyl acetate). Solvent: CCOCC (ether), C(C)OCC (diethyl ether). Reaction conditions: temperature -65 celsius, time 1 hour. Yields the product CC1(C=2C=CC(=CC2C(CC1)(C)C)C#CC1=NC=C(C=C1)CO)C (2-[2-(5,5,8,8-tetramethyl-5,6,7,8-tetrahydronaphth-2-yl)ethynyl]-5-hydroxymethylpyridine). As a reaction SMILES: [H-].[Al+3].[Li+].[H-].[H-].[H-].[CH3:7][C:8]1([CH3:33])[CH2:17][CH2:16][C:15]([CH3:19])([CH3:18])[C:14]2[CH:13]=[C:12]([C:20]#[C:21][C:22]3[CH:32]=[CH:31][C:25]([C:26](OCC)=[O:27])=[CH:24][N:23]=3)[CH:11]=[CH:10][C:9]1=2.[H-].C(OCC)(=O)C.[Cl-].[NH4+]>C(OCC)C>[CH3:7][C:8]1([CH3:33])[CH2:17][CH2:16][C:15]([CH3:18])([CH3:19])[C:14]2[CH:13]=[C:12]([C:20]#[C:21][C:22]3[CH:32]=[CH:31][C:25]([CH2:26][OH:27])=[CH:24][N:23]=3)[CH:11]=[CH:10][C:9]1=2 |f:0.1.2.3.4.5,9.10|. Procedure: A 250 ml 3-necked flask is fitted with a stirrer, a dropping funnel, a nitrogen inlet and a thermometer. In the flask is placed a solution of 379.5 mg (10 mmol) of lithium aluminum hydride in 30 ml of dry diethyl ether. The solution is cooled to -65° C. under nitrogen and a solution of 3.6148 g (10 mmol) of ethyl 6-[2-(5,5,8,8-tetramethyl-5,6,7,8-tetrahydronaphth-2-yl)ethynyl]-nicotinoate in 15 ml of dry ether is added dropwise at a rate such that the temperature does not exceed -60° C. The mixt... The reactants are ClC1=C(C=CC=C1)N1C(=NC2=C(C1=O)C=CS2)C (3,4-dihydro-3-(2-chlorophenyl)-2-methyl-4-oxothieno[2,3-d]pyrimidine), BrN1C(CCC1=O)=O (N-bromosuccinimide), C(C1=CC=CC=C1)(=O)OOC(C1=CC=CC=C1)=O (benzoyl peroxide). Run in C(Cl)(Cl)Cl (chloroform). The product is BrC1=CC2=C(N=C(N(C2=O)C2=C(C=CC=C2)Cl)C)S1 (3,4-dihydro-6-bromo-3-(2-chlorophenyl)-2-methyl-4-oxothieno[2,3-d]pyrimidine). Isolated yield 78.2%. RXN SMILES: [Cl:1][C:2]1[CH:7]=[CH:6][CH:5]=[CH:4][C:3]=1[N:8]1[C:13](=[O:14])[C:12]2[CH:15]=[CH:16][S:17][C:11]=2[N:10]=[C:9]1[CH3:18].[Br:19]N1C(=O)CCC1=O.C(OOC(=O)C1C=CC=CC=1)(=O)C1C=CC=CC=1>C(Cl)(Cl)Cl>[Br:19][C:16]1[S:17][C:11]2[N:10]=[C:9]([CH3:18])[N:8]([C:3]3[CH:4]=[CH:5][CH:6]=[CH:7][C:2]=3[Cl:1])[C:13](=[O:14])[C:12]=2[CH:15]=1. Reported procedure: In chloroform was dissolved 22.85 g of 3,4-dihydro-3-(2-chlorophenyl)-2-methyl-4-oxothieno[2,3-d]pyrimidine, and 19.5 g of N-bromosuccinimide and trace benzoyl peroxide were added to the solution. The mixture was refluxed for 10 hours. After the resulting crystals were removed from the reaction mixture, the solvent was distilled off. The residue was crystallized from hexane-ethyl acetate to give 22.95 g of 3,4-dihydro-6-bromo-3-(2-chlorophenyl)-2-methyl-4-oxothieno[2,3-d]pyrimidine, m.p. 164.5°-... Reactants: O (water), BrBr (bromine), 5C, CC1=C(C=C(C=C1)C)OCCCCCC (2,5-dimethyl-1-n-hexyloxybenzene). Run in ClCCCl (1,2-dichloroethane). Yields the product BrC1=CC(=C(C=C1C)OCCCCCC)C (4-bromo-2,5-dimethyl-n-hexyloxybenzene). Yield: 97.6%. Reaction SMILES: [CH3:1][C:2]1[CH:7]=[CH:6][C:5]([CH3:8])=[CH:4][C:3]=1[O:9][CH2:10][CH2:11][CH2:12][CH2:13][CH2:14][CH3:15].[Br:16]Br.O>ClCCCl>[Br:16][C:6]1[C:5]([CH3:8])=[CH:4][C:3]([O:9][CH2:10][CH2:11][CH2:12][CH2:13][CH2:14][CH3:15])=[C:2]([CH3:1])[CH:7]=1. Procedure: In 250 g of ethanol were dissolved 250 g (2.05 mol) of 2,5-dimethylphenol (or p-xylenol), 90 g (2.25 mol) of sodium hydroxide and 371 g (2.25 mol) of n-hexyl bromide. The solution was heated for 2 hours in an oil bath at 80° C. Water, 500 g, was added to the reaction mixture, from which an oily matter was separated. Vacuum distillation of the oily matter yielded 384 g of 2,5-dimethyl-1-n-hexyloxy-benzene. Next, 129 g (0.625 mol) of 2,5-dimethyl-1-n-hexyloxybenzene was dissolved in 625 g of 1,2-d... Reactants: C1CCOC1, COCCOc1cc2ncnc(Sc3cccc(N)c3)c2cc1OC, CN(C)c1ccncc1, O=C(Nc1cc(C(F)(F)F)nn1-c1ccc(F)cc1)Oc1ccccc1. Product: COCCOc1cc2ncnc(Sc3cccc(NC(=O)Nc4cc(C(F)(F)F)nn4-c4ccc(F)cc4)c3)c2cc1OC. RXN SMILES: [CH2:61]1[O:62][CH2:63][CH2:64][CH2:65]1.[CH3:27][O:28][c:29]1[cH:30][c:31]2[c:32]([S:44][c:45]3[cH:46][c:47]([NH2:48])[cH:49][cH:50][cH:51]3)[n:33][cH:34][n:35][c:36]2[cH:37][c:38]1[O:39][CH2:40][CH2:41][O:42][CH3:43].[CH3:52][N:53]([CH3:54])[c:55]1[cH:56][cH:57][n:58][cH:59][cH:60]1.[F:1][c:2]1[cH:3][cH:4][c:5](-[n:8]2[n:9][c:10]([C:23]([F:24])([F:25])[F:26])[cH:11][c:12]2[NH:13][C:14]([O:15][c:16]2[cH:17][cH:18][cH:19][cH:20][cH:21]2)=[O:22])[cH:6][cH:7]1>>[F:1][c:2]1[cH:3][cH:4][c:5](-[n:8]2[n:9][c:10]([C:23]([F:24])([F:25])[F:26])[cH:11][c:12]2[NH:13][C:14](=[O:22])[NH:48][c:47]2[cH:46][c:45]([S:44][c:32]3[c:31]4[cH:30][c:29]([O:28][CH3:27])[c:38]([O:39][CH2:40][CH2:41][O:42][CH3:43])[cH:37][c:36]4[n:35][cH:34][n:33]3)[cH:51][cH:50][cH:49]2)[cH:6][cH:7]1. Starting materials: CCOC(=O)C=P(c1ccccc1)(c1ccccc1)c1ccccc1, CC(C)Oc1cc(OCc2ccccc2)ccc1C=O, Cc1ccccc1. Yields the product CCOC(=O)C=Cc1ccc(OCc2ccccc2)cc1OC(C)C. As a reaction SMILES: [C:21](=[O:22])([O:23][CH2:24][CH3:25])[CH:26]=[P:27]([c:28]1[cH:29][cH:30][cH:31][cH:32][cH:33]1)([c:34]1[cH:35][cH:36][cH:37][cH:38][cH:39]1)[c:40]1[cH:41][cH:42][cH:43][cH:44][cH:45]1.[CH2:1]([c:2]1[cH:3][cH:4][cH:5][cH:6][cH:7]1)[O:8][c:9]1[cH:10][c:11]([O:17][CH:18]([CH3:19])[CH3:20])[c:12]([CH:13]=[O:14])[cH:15][cH:16]1.[CH3:46][c:47]1[cH:48][cH:49][cH:50][cH:51][cH:52]1>>[CH2:1]([c:2]1[cH:3][cH:4][cH:5][cH:6][cH:7]1)[O:8][c:9]1[cH:10][c:11]([O:17][CH:18]([CH3:19])[CH3:20])[c:12]([CH:13]=[CH:26][C:21](=[O:22])[O:23][CH2:24][CH3:25])[cH:15][cH:16]1.